Task: describe an organic reaction: reactants, conditions, products, and yield. Dataset: the Open Reaction Database (ORD), a public repository of structured organic reaction records The reactants are ClC1=C(N=CC(=N1)N1C[C@@H](CCC1)NC(N(C1=CC=CC=C1)C)=O)C#N ((R)-3-(1-(6-chloro-5-cyanopyrazin-2-yl)piperidin-3-yl)-1-methyl-1-phenylurea), C1(CC1)N (cyclopropylamine). The solvent is CS(=O)C (DMSO), CCOC(=O)C (EtOAc). Reaction conditions: temperature 70 celsius, time 16 hour. Product: C(#N)C=1N=CC(=NC1NC1CC1)N1C[C@@H](CCC1)NC(N(C1=CC=CC=C1)C)=O ((R)-3-(1-(5-cyano-6-(cyclopropylamino)pyrazin-2-yl)piperidin-3-yl)-1-methyl-1-phenylurea). As a reaction SMILES: Cl[C:2]1[N:7]=[C:6]([N:8]2[CH2:13][CH2:12][CH2:11][C@@H:10]([NH:14][C:15](=[O:24])[N:16]([CH3:23])[C:17]3[CH:22]=[CH:21][CH:20]=[CH:19][CH:18]=3)[CH2:9]2)[CH:5]=[N:4][C:3]=1[C:25]#[N:26].[CH:27]1([NH2:30])[CH2:29][CH2:28]1>CS(C)=O.CCOC(C)=O>[C:25]([C:3]1[N:4]=[CH:5][C:6]([N:8]2[CH2:13][CH2:12][CH2:11][C@@H:10]([NH:14][C:15](=[O:24])[N:16]([CH3:23])[C:17]3[CH:22]=[CH:21][CH:20]=[CH:19][CH:18]=3)[CH2:9]2)=[N:7][C:2]=1[NH:30][CH:27]1[CH2:29][CH2:28]1)#[N:26]. Reported procedure: (R)-3-(1-(6-Chloro-5-cyanopyrazin-2-yl)piperidin-3-yl)-1-methyl-1-phenylurea (513, 100 mg) was dissolved in 4 mL DMSO in a sealed tube. To it was added cyclopropylamine (210 μL, 3 mmol) and the mixture was stirred in 70° C. bath for 16 hours. It was diluted with 60 mL EtOAc, washed with water ×2, concentrated in vacuo to afford crude (R)-3-(1-(5-cyano-6-(cyclopropylamino)pyrazin-2-yl)piperidin-3-yl)-1-methyl-1-phenylurea (514). It was dissolved in 4 mL MeOH and 2 mL DMSO. To it were added one Na... Starting materials: N1CCCC1 (Pyrrolidine), BrC(C(=O)OCC)(F)F (ethyl bromodifluoroacetate). Run at time 60 minute. Product: BrC(C(=O)N1CCCC1)(F)F (2-bromo-2,2-difluoro-1-pyrrolidine-1-yl-ethanone). As a reaction SMILES: [NH:1]1[CH2:5][CH2:4][CH2:3][CH2:2]1.[Br:6][C:7]([F:14])([F:13])[C:8](OCC)=[O:9]>>[Br:6][C:7]([F:14])([F:13])[C:8]([N:1]1[CH2:5][CH2:4][CH2:3][CH2:2]1)=[O:9]. Procedure details: Pyrrolidine (7.7 g, 108 mmol) was added to ethyl bromodifluoroacetate (20.2 g, 100 mmol) at 30° C. The mixture was stirred for 60 min; then all volatiles were removed under reduced pressure and the residue (24.0 g, >90% purity by NMR) was used in subsequent steps without further purification. Reactants: BrCCCCN1CSC(C1=O)C (3-(4-bromobutyl)-5-methyl-4-thiazolidinone), Cl.S1N=C(C2=C1C=CC=C2)N2CCNCC2 (1-(1,2-benzisothiazol-3-yl)piperazine hydrochloride), C(=O)([O-])[O-].[K+].[K+] (K2CO3), [Na+].[I-] (NaI). Run in C(C)#N (acetonitrile). The product is S1N=C(C2=C1C=CC=C2)N2CCN(CC2)CCCCN2CSC(C2=O)C (3-(4-(1-[1,2-Benzisothiazol-3-yl]-4-piperazinyl)butyl)-5-methyl-4-thiazolidinone). The yield is 58.8%. RXN SMILES: Br[CH2:2][CH2:3][CH2:4][CH2:5][N:6]1[C:10](=[O:11])[CH:9]([CH3:12])[S:8][CH2:7]1.Cl.[S:14]1[C:18]2[CH:19]=[CH:20][CH:21]=[CH:22][C:17]=2[C:16]([N:23]2[CH2:28][CH2:27][NH:26][CH2:25][CH2:24]2)=[N:15]1.C([O-])([O-])=O.[K+].[K+].[Na+].[I-]>C(#N)C>[S:14]1[C:18]2[CH:19]=[CH:20][CH:21]=[CH:22][C:17]=2[C:16]([N:23]2[CH2:24][CH2:25][N:26]([CH2:2][CH2:3][CH2:4][CH2:5][N:6]3[C:10](=[O:11])[CH:9]([CH3:12])[S:8][CH2:7]3)[CH2:27][CH2:28]2)=[N:15]1 |f:1.2,3.4.5,6.7|. Reported procedure: A mixture of 3-(4-bromobutyl)-5-methyl-4-thiazolidinone (4.00 g), 1-(1,2-benzisothiazol-3-yl)piperazine hydrochloride (4.46 g), K2CO3 (8.00 g) and NaI (300 mg) in acetonitrile (210 ml) was heated at 40°-45° C. for 64 hours and the product was processed in substantially the same manner as in Example 10 to afford 3.64 g of crystals, m.p. 113°-115° C. Starting materials: [Na] (sodium), C1(=CCCCC1)C1=CC=C(OC(C(=O)O)CCCCC)C=C1 (α-[p-(1-cyclohexenyl)-phenoxy]-heptanoic acid), C(C(=O)Cl)(=O)Cl (oxalyl chloride). Run at temperature 5 celsius, time 8 hour. Procedure details: To a suspension of 12 g of the sodium salt of α-[p-(1-cyclohexenyl)-phenoxy]-heptanoic acid in 200 ml of absolute benzene are added with stirring at 5°C 25 g of oxalyl chloride. The mixture is continuously stirred overnight at room temperature, then evaporated to dryness in vacuo. The residue is dissolved in 200 ml of absolute benzene are added with stirring at 5° C 25 g of oxalyl chloride. The mixture is continuously stirred overnight at room temperature, then evaporated to dryness in vacuo. Th... RXN SMILES: [Na].[C:2]1([C:8]2[CH:23]=[CH:22][C:11]([O:12][CH:13]([CH2:17][CH2:18][CH2:19][CH2:20][CH3:21])[C:14](O)=[O:15])=[CH:10][CH:9]=2)[CH2:7][CH2:6][CH2:5][CH2:4][CH:3]=1.C(Cl)(=O)C([Cl:27])=O>C1C=CC=CC=1>[C:2]1([C:8]2[CH:23]=[CH:22][C:11]([O:12][CH:13]([CH2:17][CH2:18][CH2:19][CH2:20][CH3:21])[C:14]([Cl:27])=[O:15])=[CH:10][CH:9]=2)[CH2:7][CH2:6][CH2:5][CH2:4][CH:3]=1 |^1:0|. Run in C1=CC=CC=C1 (benzene). Yields the product C1(=CCCCC1)C1=CC=C(OC(C(=O)Cl)CCCCC)C=C1 (α-[p-(1-cyclohexenyl)-phenoxy]-heptanoic acid chloride).